Dataset: the Open Reaction Database (ORD), a public repository of structured organic reaction records. Task: describe an organic reaction: reactants, conditions, products, and yield Reactants: CC(=O)OC(C)=O, CCOc1ccc(-n2c(C)ccc2C)cc1, I, [Na+], [OH-]. The product is CCOc1ccc(-n2c(C)cc(C(C)=O)c2C)cc1. As a reaction SMILES: [CH3:1][C:2](=[O:3])[O:4][C:5](=[O:6])[CH3:7].[CH3:9][c:10]1[n:11](-[c:16]2[cH:17][cH:18][c:19]([O:22][CH2:23][CH3:24])[cH:20][cH:21]2)[c:12]([CH3:15])[cH:13][cH:14]1.[IH:8].[Na+:26].[OH-:25]>>[CH3:1][C:2](=[O:3])[c:13]1[c:12]([CH3:15])[n:11](-[c:16]2[cH:17][cH:18][c:19]([O:22][CH2:23][CH3:24])[cH:20][cH:21]2)[c:10]([CH3:9])[cH:14]1. Reactants: O=C(Cl)CBr, ClCCl, C[Si](C)(C)C(C(N)=O)[Si](C)(C)C, O=C(O)C1CC(Sc2ccccc2)CN1. The product is O=C(O)C1CC(Sc2ccccc2)CN1C(=O)CBr. Reaction SMILES: [Br:28][CH2:29][C:30](=[O:31])[Cl:32].[CH2:33]([Cl:34])[Cl:35].[CH3:16][Si:17]([CH:18]([Si:19]([CH3:20])([CH3:21])[CH3:22])[C:23]([NH2:24])=[O:25])([CH3:26])[CH3:27].[c:1]1([S:7][CH:8]2[CH2:9][CH:10]([C:13](=[O:14])[OH:15])[NH:11][CH2:12]2)[cH:2][cH:3][cH:4][cH:5][cH:6]1>>[c:1]1([S:7][CH:8]2[CH2:9][CH:10]([C:13](=[O:14])[OH:15])[N:11]([C:30]([CH2:29][Br:28])=[O:31])[CH2:12]2)[cH:2][cH:3][cH:4][cH:5][cH:6]1. Solvent: O1CCCC1 (tetrahydrofuran). The product is FC1=C(C=C(C=C1)NC1=CC=C2C(=N1)SC(=N2)NC(=O)C2CC2)NC(NC2=CC=C(C=C2)C(F)(F)F)=O (N-(5-{[4-fluoro-3-({[4-(trifluoromethyl)phenyl]carbamoyl}amino)phenyl]amino}[1,3]thiazolo[5,4-b]pyridin-2-yl)cyclopropanecarboxamide). Procedure details: N-{5-[(3-Amino-4-fluorophenyl)amino][1,3]thiazolo[5,4-b]pyridin-2-yl}cyclopropanecarboxamide (100 mg, 0.30 mmol) produced in Example 12(v) was dissolved in tetrahydrofuran (10 ml), 1-isocyanato-4-(trifluoromethyl)benzene (84 mg, 0.45 mmol) was added, and the mixture was stirred at room temperature for 1 hr. The reaction mixture was concentrated under reduced pressure, and the residue was purified by silica gel column chromatography (petroleum ether/ethyl acetate=10/1) to give the title compound ... Reactants: NC=1C=C(C=CC1F)NC1=CC=C2C(=N1)SC(=N2)NC(=O)C2CC2 (N-{5-[(3-Amino-4-fluorophenyl)amino][1,3]thiazolo[5,4-b]pyridin-2-yl}cyclopropanecarboxamide), N(=C=O)C1=CC=C(C=C1)C(F)(F)F (1-isocyanato-4-(trifluoromethyl)benzene). Run at time 1 hour. Reaction SMILES: [NH2:1][C:2]1[CH:3]=[C:4]([NH:9][C:10]2[N:15]=[C:14]3[S:16][C:17]([NH:19][C:20]([CH:22]4[CH2:24][CH2:23]4)=[O:21])=[N:18][C:13]3=[CH:12][CH:11]=2)[CH:5]=[CH:6][C:7]=1[F:8].[N:25]([C:28]1[CH:33]=[CH:32][C:31]([C:34]([F:37])([F:36])[F:35])=[CH:30][CH:29]=1)=[C:26]=[O:27]>O1CCCC1>[F:8][C:7]1[CH:6]=[CH:5][C:4]([NH:9][C:10]2[N:15]=[C:14]3[S:16][C:17]([NH:19][C:20]([CH:22]4[CH2:23][CH2:24]4)=[O:21])=[N:18][C:13]3=[CH:12][CH:11]=2)=[CH:3][C:2]=1[NH:1][C:26](=[O:27])[NH:25][C:28]1[CH:33]=[CH:32][C:31]([C:34]([F:35])([F:37])[F:36])=[CH:30][CH:29]=1. Isolated yield 29.5%. The reactants are NCCCC#CC=1C(=NC(=NC1)NC1=CC(=CC=C1)F)NCCCOC (5-(5-amino-1-pentyn-1-yl)-N2-(3-fluorophenyl)-N4-(3-methoxypropyl)pyrimidine-2,4-diamine), C(=O)(OC(C)(C)C)N([C@@H](C)C(=O)O)C (N-Boc-N-methyl-L-alanine), Cl.C(C)N=C=NCCCN(C)C (1-ethyl-3-(3-dimethylaminopropyl)carbodiimide hydrochloride), O.ON1N=NC2=C1C=CC=C2 (1-hydroxybenzotriazole monohydrate). Run in CN(C=O)C (N,N-dimethylformamide), C(C)(C)N(C(C)C)CC (N,N-diisopropylethylamine), C(C)(=O)OCC (ethyl acetate), O (water). Run at time 3 hour. Product: FC=1C=C(C=CC1)NC1=NC=C(C(=N1)NCCCOC)C#CCCCNC([C@H](C)N(C(OC(C)(C)C)=O)C)=O ((S)-tert-butyl (1-((5-(2-((3-fluorophenyl)amino)-4-((3-methoxypropyl)amino)pyrimidin-5-yl)-4-pentyn-1-yl)amino)-1-oxopropan-2-yl)(methyl)carbamate). As a reaction SMILES: [NH2:1][CH2:2][CH2:3][CH2:4][C:5]#[C:6][C:7]1[C:8]([NH:21][CH2:22][CH2:23][CH2:24][O:25][CH3:26])=[N:9][C:10]([NH:13][C:14]2[CH:19]=[CH:18][CH:17]=[C:16]([F:20])[CH:15]=2)=[N:11][CH:12]=1.[C:27]([N:34]([CH3:40])[C@H:35]([C:37](O)=[O:38])[CH3:36])([O:29][C:30]([CH3:33])([CH3:32])[CH3:31])=[O:28].Cl.C(N=C=NCCCN(C)C)C.O.ON1C2C=CC=CC=2N=N1>CN(C)C=O.C(N(CC)C(C)C)(C)C.C(OCC)(=O)C.O>[F:20][C:16]1[CH:15]=[C:14]([NH:13][C:10]2[N:9]=[C:8]([NH:21][CH2:22][CH2:23][CH2:24][O:25][CH3:26])[C:7]([C:6]#[C:5][CH2:4][CH2:3][CH2:2][NH:1][C:37](=[O:38])[C@@H:35]([N:34]([CH3:40])[C:27](=[O:28])[O:29][C:30]([CH3:31])([CH3:33])[CH3:32])[CH3:36])=[CH:12][N:11]=2)[CH:19]=[CH:18][CH:17]=1 |f:2.3,4.5|. Reported procedure: To a solution of 5-(5-amino-1-pentyn-1-yl)-N2-(3-fluorophenyl)-N4-(3-methoxypropyl)pyrimidine-2,4-diamine (J7, 55 mg), N-Boc-N-methyl-L-alanine (63 mg), 1-ethyl-3-(3-dimethylaminopropyl)carbodiimide hydrochloride (59 mg) and 1-hydroxybenzotriazole monohydrate (42 mg) in N,N-dimethylformamide (700 μL), N,N-diisopropylethylamine (108 μL) was added at room temperature, and the mixture was stirred at the same temperature for 3 hours. To the reaction mixture, water and ethyl acetate were added. The o... The reactants are N1CCOCC1 (Morpholine), C(C)(C)N(C(C)C)CC (N,N-diisopropylethylamine), C(#N)C=1C=C(C=CC1F)[N+](=O)[O-] (3-Cyano-4-fluoronitrobenzene). The solvent is C(C)(=O)OCC (ethyl acetate), C(C)(=O)OCC (ethyl acetate). Conditions: time 8 hour. Yields the product N1(CCOCC1)C1=C(C#N)C=C(C=C1)[N+](=O)[O-] (2-Morpholin-4-yl-5-nitro-benzonitrile). As a reaction SMILES: [C:1]([C:3]1[CH:4]=[C:5]([N+:10]([O-:12])=[O:11])[CH:6]=[CH:7][C:8]=1F)#[N:2].[NH:13]1[CH2:18][CH2:17][O:16][CH2:15][CH2:14]1.C(N(CC)C(C)C)(C)C>C(OCC)(=O)C>[N:13]1([C:8]2[CH:7]=[CH:6][C:5]([N+:10]([O-:12])=[O:11])=[CH:4][C:3]=2[C:1]#[N:2])[CH2:18][CH2:17][O:16][CH2:15][CH2:14]1. Procedure details: 3-Cyano-4-fluoronitrobenzene (3.3 g, 19.9 mmol) was dissolved in ethyl acetate (10 mL). Morpholine (2.2 mL, 25 mmol), and N,N-diisopropylethylamine (3.5 mL, 20 mmol) were added and the mixture stirred overnight at room temperature. At 17 h, additional ethyl acetate (150 mL) was added and the combined mixture was washed with water (50 mL) and brine (50 mL), dried (Na2SO4), filtered and concentrated under vacuum. The residue was used without further purification. The reactants are B, CSC, NC(C1CCCCC1)C(O)(c1ccccc1)c1ccccc1, C1CCOC1. The product is B1NC(C2CCCCC2)C(c2ccccc2)(c2ccccc2)O1. Reaction SMILES: [BH3:26].[CH3:23][S:24][CH3:25].[NH2:1][CH:2]([C:3]([OH:4])([c:5]1[cH:6][cH:7][cH:8][cH:9][cH:10]1)[c:11]1[cH:12][cH:13][cH:14][cH:15][cH:16]1)[CH:17]1[CH2:18][CH2:19][CH2:20][CH2:21][CH2:22]1.[O:27]1[CH2:28][CH2:29][CH2:30][CH2:31]1>>[NH:1]1[CH:2]([CH:17]2[CH2:18][CH2:19][CH2:20][CH2:21][CH2:22]2)[C:3]([c:5]2[cH:6][cH:7][cH:8][cH:9][cH:10]2)([c:11]2[cH:12][cH:13][cH:14][cH:15][cH:16]2)[O:4][BH:26]1. Reactants: COc1ccc2c(c1)N(C1CCN(Cc3ccccc3)C1)CC2, Fc1ccc(CCBr)cc1. Product: COc1ccc2c(c1)N(C1CCN(CCc3ccc(F)cc3)C1)CC2. RXN SMILES: [CH2:1]([c:2]1[cH:3][cH:4][cH:5][cH:6][cH:7]1)[N:8]1[CH2:9][CH:10]([N:13]2[CH2:14][CH2:15][c:16]3[cH:17][cH:18][c:19]([O:22][CH3:23])[cH:20][c:21]32)[CH2:11][CH2:12]1.[F:24][c:25]1[cH:26][cH:27][c:28]([CH2:29][CH2:30][Br:31])[cH:32][cH:33]1>>[CH2:1]([N:8]1[CH2:9][CH:10]([N:13]2[CH2:14][CH2:15][c:16]3[cH:17][cH:18][c:19]([O:22][CH3:23])[cH:20][c:21]32)[CH2:11][CH2:12]1)[CH2:29][c:28]1[cH:27][cH:26][c:25]([F:24])[cH:33][cH:32]1.